Dataset: the Open Reaction Database (ORD), a public repository of structured organic reaction records. Task: describe an organic reaction: reactants, conditions, products, and yield Reactants: O=C1NC=2C=CC=CC2C2=C1NC=C2C(=O)O (4-oxo-4,5-dihydro-3H-pyrrolo[2,3-c]quinoline-1-carboxylic acid), CN1CCOCC1 (N-methylmorpholine), Cl.CN (methylamine hydrochloride). The solvent is C(C)OCC (diethyl ether). The product is CNC(=O)C1=CNC=2C(NC=3C=CC=CC3C21)=O (N-(methyl)-4-oxo-4,5-dihydro-3H-pyrrolo[2,3-c]quinoline-1-carboxamide). The yield is 7.3%. RXN SMILES: [O:1]=[C:2]1[C:11]2[NH:12][CH:13]=[C:14]([C:15]([OH:17])=O)[C:10]=2[C:9]2[CH:8]=[CH:7][CH:6]=[CH:5][C:4]=2[NH:3]1.[CH3:18][N:19]1CCOCC1.Cl.CN>C(OCC)C>[CH3:18][NH:19][C:15]([C:14]1[C:10]2[C:9]3[CH:8]=[CH:7][CH:6]=[CH:5][C:4]=3[NH:3][C:2](=[O:1])[C:11]=2[NH:12][CH:13]=1)=[O:17] |f:2.3|. Procedure: This compound is prepared according to synthesis 79 from 37 mg (0.17 mmol) of 4-oxo-4,5-dihydro-3H-pyrrolo[2,3-c]quinoline-1-carboxylic acid (synthesis 75), 108 μL (0.99 mmol) of N-methylmorpholine and 17 mg (0.25 mmol) of methylamine hydrochloride. After trituration in diethyl ether, 3 mg (7%) of N-(methyl)-4-oxo-4,5-dihydro-3H-pyrrolo[2,3-c]quinoline-1-carboxamide are obtained in the form of a light brown solid. Reactants: NC1=NC(=NC=C1C#N)Cl (4-amino-2-chloro-5-cyanopyrimidine), S(=O)(C1=CC=C(C=C1)N)(=O)F (sulphanilyl fluoride). The solvent is CN1CCCC1=O (NMP), O (water). Product: NC1=NC(=NC=C1C#N)NC1=CC=C(C=C1)S(=O)(=O)F (4-Amino-5-cyano-2-(4-fluorosulphonylanilino)pyrimidine). The yield is 35.7%. Reaction SMILES: [NH2:1][C:2]1[C:7]([C:8]#[N:9])=[CH:6][N:5]=[C:4](Cl)[N:3]=1.[S:11]([F:21])(=[O:20])([C:13]1[CH:18]=[CH:17][C:16]([NH2:19])=[CH:15][CH:14]=1)=[O:12]>CN1C(=O)CCC1.O>[NH2:1][C:2]1[C:7]([C:8]#[N:9])=[CH:6][N:5]=[C:4]([NH:19][C:16]2[CH:17]=[CH:18][C:13]([S:11]([F:21])(=[O:20])=[O:12])=[CH:14][CH:15]=2)[N:3]=1. Procedure details: A solution of 4-amino-2-chloro-5-cyanopyrimidine (8.0 g, 52 mmol) and sulphanilyl fluoride (9.07 g, 52 mmol) in NMP (155 ml) was heated at 120° C. for 24 hours. The mixture was allowed to cool and was diluted with water. The resulting precipitate was collected by filtration, washed with water and dried under vacuum at 60° C. for 2 hours. The crude product was recrystallized from ethyl acetate/hexane to give the title compound (5.45 g, 37%). NMR: 7.70 (s, 24H), 7.93 (d, 2H), 8.15 (d, 2H), 8.45 (s... Reactants: C1CNCCN1, CC#N, CCN(C(C)C)C(C)C, COc1ccc(Cl)cc1C(C)Nc1cc(F)ccc1S(C)(=O)=O. Yields the product COc1ccc(Cl)cc1C(C)Nc1cc(N2CCNCC2)ccc1S(C)(=O)=O. RXN SMILES: [CH2:24]1[CH2:25][NH:26][CH2:27][CH2:28][NH:29]1.[CH3:39][C:40]#[N:41].[CH:30]([N:31]([CH2:32][CH3:33])[CH:34]([CH3:35])[CH3:36])([CH3:37])[CH3:38].[Cl:1][c:2]1[cH:3][cH:4][c:5]([O:22][CH3:23])[c:6]([CH:8]([CH3:9])[NH:10][c:11]2[c:12]([S:18](=[O:19])(=[O:20])[CH3:21])[cH:13][cH:14][c:15]([F:17])[cH:16]2)[cH:7]1>>[Cl:1][c:2]1[cH:3][cH:4][c:5]([O:22][CH3:23])[c:6]([CH:8]([CH3:9])[NH:10][c:11]2[c:12]([S:18](=[O:19])(=[O:20])[CH3:21])[cH:13][cH:14][c:15]([N:26]3[CH2:25][CH2:24][NH:29][CH2:28][CH2:27]3)[cH:16]2)[cH:7]1.